The task is: describe an organic reaction: reactants, conditions, products, and yield. This data is from the Open Reaction Database (ORD), a public repository of structured organic reaction records. Reactants: CCOCC (Et2O), Cl (HCl), BrC=1C=C(C=NC1)C12CCCN2CCC1 (7a-(5-bromo-3-pyridinyl)-hexahydro-1H-pyrrolizine). Run in C(Cl)Cl (methylene chloride). Yields the product Cl.BrC=1C=C(C=NC1)C12CCCN2CCC1 (7a-(5-bromo-3-pyridinyl)-hexahydro-1H-pyrrolizine hydrochloride salt). As a reaction SMILES: [Br:1][C:2]1[CH:3]=[C:4]([C:8]23[CH2:15][CH2:14][CH2:13][N:12]2[CH2:11][CH2:10][CH2:9]3)[CH:5]=[N:6][CH:7]=1.CCOCC.[ClH:21]>C(Cl)Cl>[ClH:21].[Br:1][C:2]1[CH:3]=[C:4]([C:8]23[CH2:15][CH2:14][CH2:13][N:12]2[CH2:11][CH2:10][CH2:9]3)[CH:5]=[N:6][CH:7]=1 |f:4.5|. Reported procedure: 7a-(5-bromo-3-pyridinyl)-hexahydro-1H-pyrrolizine (107 mg, 0.52 mmol, from step 16c) was dissolved in methylene chloride, and Et2O saturated with HCl (g) was added. The solvent was removed, and the solid was crystallized from MeOH/Et2O and dried to afford the title compound as an off-white powder (118 mg). mp 192°-194° C. 1H NMR D2O, 300 MHz) δ2.13-2.51 (m, 6H), 2.57-2.66 (m, 2H), 3.36-3.44 (m, 2H), 3.81-3.89(m, 2H), 8.22 (s, 1H), 8.65 (s, 1H), 8.72 (s, 1H); MS (CI/NH3) m/z: 267/269 (M+H)+. Anal...